The task is: describe an organic reaction: reactants, conditions, products, and yield. This data is from the Open Reaction Database (ORD), a public repository of structured organic reaction records. RXN SMILES: [CH2:1]([OH:6])/[CH:2]=[CH:3]\[CH2:4][CH3:5].CN(C)C.[CH3:11][S:12](Cl)(=[O:14])=[O:13]>CCOCC>[S:12]([O:6][CH2:1]/[CH:2]=[CH:3]\[CH2:4][CH3:5])([CH3:11])(=[O:14])=[O:13]. The solvent is CCOCC (ether). Product: S(=O)(=O)(C)OC\C=C/CC (Z-1-mesyloxy-2-pentene). Yield: 83.3%. The reactants are C(\C=C/CC)O (Z-2-Penten-1-ol), CN(C)C (trimethylamine), CS(=O)(=O)Cl (methanesulfonylchloride). Procedure: Z-2-Penten-1-ol (5.0 g, 58.1 mmol), trimethylamine (6.45 g, 63.9 mmol), methanesulfonylchloride (7.0 g, 61.1 mmol) and ether (30 ml) were allowed to react at ambient temperature for 1 hour. After the completion of the reaction, the insoluble matter was removed and washed with water. The washed substance was dried over sodium sulfate. The solvent was distilled off to obtain 7.95 g of Z-1-mesyloxy-2-pentene as pale yellow oily material (83.4%). This material was added to a mixture of 3,8-dimethyl-... Reactants: CCc1nc2ccccc2n1-c1nc(N2CCOCC2)c2nc(CBr)sc2n1, COP(OC)OC. Product: CCc1nc2ccccc2n1-c1nc(N2CCOCC2)c2nc(CP(=O)(OC)OC)sc2n1. RXN SMILES: [Br:1][CH2:2][c:3]1[s:4][c:5]2[n:6][c:7](-[n:18]3[c:19]([CH2:27][CH3:28])[n:20][c:21]4[c:22]3[cH:23][cH:24][cH:25][cH:26]4)[n:8][c:9]([N:12]3[CH2:13][CH2:14][O:15][CH2:16][CH2:17]3)[c:10]2[n:11]1.[CH3:29][O:30][P:31]([O:32][CH3:33])[O:34][CH3:35]>>[CH2:2]([c:3]1[s:4][c:5]2[n:6][c:7](-[n:18]3[c:19]([CH2:27][CH3:28])[n:20][c:21]4[c:22]3[cH:23][cH:24][cH:25][cH:26]4)[n:8][c:9]([N:12]3[CH2:13][CH2:14][O:15][CH2:16][CH2:17]3)[c:10]2[n:11]1)[P:31]([O:30][CH3:29])([O:32][CH3:33])=[O:34]. Reaction conditions: time 6 hour. Solvent: ClCCl (dichloromethane), ClCCl (dichloromethane). The reactants are BrBr (bromine), CC1=CC=CC=2SC=CC21 (4-methylbenzo[b]thiophene), C(C)(=O)[O-].[Na+] (sodium acetate). Reported procedure: A solution of bromine (2.94 ml) in dichloromethane (30 ml) was added dropwise under nitrogen at −5° C. to a stirred mixture of 4-methylbenzo[b]thiophene (7.68 g), sodium acetate (6.38 g) and dichloromethane (100 ml). The mixture was stirred at ambient temperature for 6 hours, then it was filtered and the solvent was removed in vacuo. The residue was was distilled in vacuo to give 3-bromo-4-methylbenzo[b]thiophene (6.04 g) as a yellow oil, b.p. 100-120° C. @ 0.4 mmHg, which was used without furth... The product is BrC=1C2=C(SC1)C=CC=C2C (3-bromo-4-methylbenzo[b]thiophene). As a reaction SMILES: [Br:1]Br.[CH3:3][C:4]1[C:12]2[CH:11]=[CH:10][S:9][C:8]=2[CH:7]=[CH:6][CH:5]=1.C([O-])(=O)C.[Na+]>ClCCl>[Br:1][C:11]1[C:12]2[C:4]([CH3:3])=[CH:5][CH:6]=[CH:7][C:8]=2[S:9][CH:10]=1 |f:2.3|. Reactants: C(C1=CC=CC=C1)OC1=C(C=C(C=C1)F)C1=NC2=C(C=CC=C2C=C1CN)Cl ((2-(2-(benzyloxy)-5-fluorophenyl)-8-chloroquinolin-3-yl)-methanamine), CCN(C(C)C)C(C)C (DIEA), ClC1=C2NC=NC2=NC=N1 (6-chloropurine), N1=CN=C2NC=NC2=C1N (9H-purin-6-amine), ClC=1C=CC=C2C=C(C(=NC12)C1=CC(=CC=C1)F)[C@@H](C)NC1=C2N=CNC2=NC=N1 (N-((R)-1-(8-chloro-2-(3-fluorophenyl)quinolin-3-yl)ethyl)-9H-purin-6-amine). As a reaction SMILES: C(OC1C=CC(F)=CC=1C1C(CN)=CC2C(=C(Cl)C=CC=2)N=1)C1C=CC=CC=1.CCN(C(C)C)C(C)C.ClC1N=CN=C2C=1NC=N2.N1C(N)=C2C(NC=N2)=NC=1.[Cl:58][C:59]1[CH:60]=[CH:61][CH:62]=[C:63]2[C:68]=1[N:67]=[C:66]([C:69]1[CH:74]=[CH:73][CH:72]=[C:71]([F:75])[CH:70]=1)[C:65]([C@H:76]([NH:78][C:79]1[N:87]=[CH:86][N:85]=[C:84]3[C:80]=1[N:81]=[CH:82][NH:83]3)[CH3:77])=[CH:64]2>C(O)CCC>[Cl:58][C:59]1[CH:60]=[CH:61][CH:62]=[C:63]2[C:68]=1[N:67]=[C:66]([C:69]1[CH:74]=[CH:73][CH:72]=[C:71]([F:75])[CH:70]=1)[C:65]([C@@H:76]([NH:78][C:79]1[N:87]=[CH:86][N:85]=[C:84]3[C:80]=1[N:81]=[CH:82][NH:83]3)[CH3:77])=[CH:64]2. Product: ClC=1C=CC=C2C=C(C(=NC12)C1=CC(=CC=C1)F)[C@H](C)NC1=C2N=CNC2=NC=N1 (N-((S)-1-(8-chloro-2-(3-fluorophenyl)quinolin-3-yl)ethyl)-9H-purin-6-amine). The solvent is C(CCC)O (n-butanol). Procedure details: A mixture of (2-(2-(benzyloxy)-5-fluorophenyl)-8-chloroquinolin-3-yl)-methanamine (0.120 g, 0.40 mmol) in n-butanol (5 mL) was treated with DIEA (0.80 mmol, 2.0 eq) followed with 6-chloropurine (0.075 g, 0.48 mmol, 1.2 eq) at 100° C. for 8 h. The reaction mixture was concentrated and purified by column chromatography on a Redi-Sep™ column using 0 to 100% gradient of CH2Cl2:MeOH:NH4OH (89:9:1) in CH2Cl2 as eluent to provide the mixture of N-(S)-1-(8-chloro-2-(3-fluorophenyl)quinolin-3-yl)ethyl)-9... Starting materials: [H-].[Na+] (Sodium hydride), N1C(=O)N(C)C=2N=CN(C)C2C1=O (theobromine), 1-(3-(S)-methyl-7-methyl-6,7-oxidooctyl)-3,7-dimethylxanthine, C(C[C@@H](C)CCC=C(C)C)Br ((S)(-)Citronellyl bromide), 1588S, O (water). The solvent is CS(=O)C (dimethylsulfoxide). Conditions: time 20 minute. The product is C[C@H](CCN1C(=O)N(C=2N=CN(C2C1=O)C)C)CCC=C(C)C (1-(3-(S)-methyl-7-methyloct-6-enyl)-3,7-dimethylxanthine). Yield: 78.5%. As a reaction SMILES: [H-].[Na+].[NH:3]1[C:14](=[O:15])[C:13]2[N:11]([CH3:12])[CH:10]=[N:9][C:8]=2[N:6]([CH3:7])[C:4]1=[O:5].[CH2:16](Br)[CH2:17][C@H:18]([CH2:20][CH2:21][CH:22]=[C:23]([CH3:25])[CH3:24])[CH3:19].O>CS(C)=O>[CH3:19][C@@H:18]([CH2:20][CH2:21][CH:22]=[C:23]([CH3:25])[CH3:24])[CH2:17][CH2:16][N:3]1[C:14](=[O:15])[C:13]2[N:11]([CH3:12])[CH:10]=[N:9][C:8]=2[N:6]([CH3:7])[C:4]1=[O:5] |f:0.1|. Procedure details: This example illustrates a synthesis of 1-(3-(S)-methyl-7-methyl-6,7-oxidooctyl)-3,7-dimethylxanthine (inventive compound no. 1588S). Sodium hydride (95%) (631 mg, 25 mmol) was added to a solution of theobromine (4.14 g, 23 mmol) in dimethylsulfoxide (75 mL). After 20 minutes of stirring, (S)(-)Citronellyl bromide (5.0 g, 22.8 mmol) was added. After 16 hours of stirring at room temperature, the reaction mixture was poured into a separatory funnel containing 500 mL water and extracted with dichlo... Reactants: CC(C)(C)OC(=O)NC1=NC2=C(S1)C=C(C=C2)[N+](=O)[O-] (6-Nitrobenzothiazol-2-yl tert-butyl carbamate), [H][H] (hydrogen). Reagents/catalysts: [Pd] (palladium on charcoal). Run in CN(C=O)C (dimethylformamide). Conditions: temperature 60 celsius, time 2 hour. Product: CC(C)(C)OC(=O)NC1=NC2=C(S1)C=C(C=C2)N (6-Aminobenzothiazol-2-yl tert-butyl carbamate). Isolated yield 77.2%. RXN SMILES: [CH3:1][C:2]([O:5][C:6]([NH:8][C:9]1[S:13][C:12]2[CH:14]=[C:15]([N+:18]([O-])=O)[CH:16]=[CH:17][C:11]=2[N:10]=1)=[O:7])([CH3:4])[CH3:3].[H][H]>CN(C)C=O.[Pd]>[CH3:4][C:2]([O:5][C:6]([NH:8][C:9]1[S:13][C:12]2[CH:14]=[C:15]([NH2:18])[CH:16]=[CH:17][C:11]=2[N:10]=1)=[O:7])([CH3:1])[CH3:3]. Procedure: 6-Nitrobenzothiazol-2-yl tert-butyl carbamate (4.68 g, 15.8 mmol) was dissolved in dimethylformamide (120 mL) and palladium on charcoal (841 mg, 10% Pd, 0.79 mmol Pd) was added. The air was replaced with hydrogen (1 bar) and the mixture was vigorously stirred at 60° C. until completion of the reaction (2 h). The palladium was removed by filtration through a pad of celite and the solution was concentrated to 20 mL. Water (200 mL) was added. After stirring for 1 h, the precipitated 6-aminobenzothi... Reactants: BrBr (bromine), C1=C(C=CC2=CC=CC=C12)C1(CCC1)C(C)=O (1-[1-(2-naphthyl)cyclobutyl]-ethanone). Solvent: C(Cl)(Cl)Cl (chloroform), CO (methanol), C(Cl)(Cl)Cl (chloroform). Run at time 1.5 hour. The product is BrCC(=O)C1(CCC1)C1=CC2=CC=CC=C2C=C1 (2-bromo-1-[1-(2-naphthyl)cyclobutyl]-ethanone). RXN SMILES: [Br:1]Br.[CH:3]1[C:12]2[C:7](=[CH:8][CH:9]=[CH:10][CH:11]=2)[CH:6]=[CH:5][C:4]=1[C:13]1([C:17](=[O:19])[CH3:18])[CH2:16][CH2:15][CH2:14]1>C(Cl)(Cl)Cl.CO>[Br:1][CH2:18][C:17]([C:13]1([C:4]2[CH:5]=[CH:6][C:7]3[C:12](=[CH:11][CH:10]=[CH:9][CH:8]=3)[CH:3]=2)[CH2:16][CH2:15][CH2:14]1)=[O:19]. Procedure details: A solution of bromine (4.3 ml) in chloroform (20 ml) was added dropwise over 30 minutes at 10°-15° C. to a stirred solution of 1-[1-(2-naphthyl)cyclobutyl]-ethanone (20 g) in a mixture of methanol (20 ml) and chloroform (30 ml). The mixture was then stirred at ambient temperature for 1.5 hours, poured onto ice-water (300 ml) and the product extracted into dichloromethane (3×150 ml). The extracts were washed with saturated aqueous sodium hydrogen carbonate solution, then water, dried over calcium... The reactants are C(=O)([O-])C(O)C(O)C(=O)[O-].[K+].[Na+] (Sodium potassium tartrate), C[Al](C)C (Trimethylaluminum), NC1=CC=CC=C1 (aniline), NC=1C2=C(N=C(N1)C1=NN(C3=CC(=CC=C13)Cl)CCC(C(F)(F)F)(F)F)NC(C2(C(=O)OCC)C)=O (ethyl 4-amino-2-[6-chloro-1-(3,3,4,4,4-pentafluorobutyl)-1H-indazol-3-yl]-5-methyl-6-oxo-6,7-dihydro-5H-pyrrolo[2,3-d]pyrimidine-5-carboxylate). The solvent is CCOC(=O)C (EtOAc), C1(=CC=CC=C1)C (toluene). Conditions: time 2 hour. Yields the product NC=1C2=C(N=C(N1)C1=NN(C3=CC(=CC=C13)Cl)CCC(C(F)(F)F)(F)F)NC(C2(C(=O)NC2=CC=CC=C2)C)=O (4-Amino-2-[6-Chloro-1-(3,3,4,4,4-Pentafluorobutyl)-1H-Indazol-3-yl]-5-Methyl-6-Oxo-N-Phenyl-6,7-Dihydro-5H-Pyrrolo[2,3-D]Pyrimidine-5-Carboxamide). Reaction SMILES: C[Al](C)C.[NH2:5][C:6]1[CH:11]=[CH:10][CH:9]=[CH:8][CH:7]=1.[NH2:12][C:13]1[C:14]2[C:40]([CH3:46])([C:41](OCC)=[O:42])[C:39](=[O:47])[NH:38][C:15]=2[N:16]=[C:17]([C:19]2[C:27]3[C:22](=[CH:23][C:24]([Cl:28])=[CH:25][CH:26]=3)[N:21]([CH2:29][CH2:30][C:31]([F:37])([F:36])[C:32]([F:35])([F:34])[F:33])[N:20]=2)[N:18]=1.C(C(C(C([O-])=O)O)O)([O-])=O.[K+].[Na+]>CCOC(C)=O.C1(C)C=CC=CC=1>[NH2:12][C:13]1[C:14]2[C:40]([CH3:46])([C:41]([NH:5][C:6]3[CH:11]=[CH:10][CH:9]=[CH:8][CH:7]=3)=[O:42])[C:39](=[O:47])[NH:38][C:15]=2[N:16]=[C:17]([C:19]2[C:27]3[C:22](=[CH:23][C:24]([Cl:28])=[CH:25][CH:26]=3)[N:21]([CH2:29][CH2:30][C:31]([F:36])([F:37])[C:32]([F:35])([F:33])[F:34])[N:20]=2)[N:18]=1 |f:3.4.5|. Procedure details: Trimethylaluminum (2.0 M in toluene, 1.2 mL, 2.4 mmol) was added to a toluene (8 mL) solution of aniline (248 mg, 2.66 mmol). After stirring at room temperature for 2 hours, solid ethyl 4-amino-2-[6-chloro-1-(3,3,4,4,4-pentafluorobutyl)-1H-indazol-3-yl]-5-methyl-6-oxo-6,7-dihydro-5H-pyrrolo[2,3-d]pyrimidine-5-carboxylate, as described in Example 157, (250 mg, 0.469 mmol) was added. The reaction solution was stirred at 50° C. for 30 minutes and then at room temperature overnight. Sodium potassium... Starting materials: NC1CCC2CN(Cc3ccccc3)CC12, CC(C)C(C(=O)O)c1ccc(O)cc1, CCC(C(=O)O)c1ccccc1. Product: CC(C)C(C(=O)NC1CCC2CN(Cc3ccccc3)CC21)c1ccc(O)cc1. RXN SMILES: [CH2:1]([c:2]1[cH:3][cH:4][cH:5][cH:6][cH:7]1)[N:8]1[CH2:9][CH:10]2[CH:11]([CH2:12]1)[CH:13]([NH2:16])[CH2:14][CH2:15]2.[CH3:17][CH:18]([CH3:19])[CH:20]([C:21]([OH:22])=[O:23])[c:24]1[cH:25][cH:26][c:27]([OH:28])[cH:29][cH:30]1.[c:31]1([CH:32]([CH2:33][CH3:34])[C:35]([OH:36])=[O:37])[cH:38][cH:39][cH:40][cH:41][cH:42]1>>[CH2:1]([c:2]1[cH:3][cH:4][cH:5][cH:6][cH:7]1)[N:8]1[CH2:9][CH:10]2[CH:11]([CH2:12]1)[CH:13]([NH:16][C:21]([CH:20]([CH:18]([CH3:17])[CH3:19])[c:24]1[cH:25][cH:26][c:27]([OH:28])[cH:29][cH:30]1)=[O:22])[CH2:14][CH2:15]2. The reactants are CCO, O=C1c2ccc([N+](=O)[O-])cc2CN1C1CC1, O, Cl[Sn](Cl)(Cl)Cl. As a reaction SMILES: [CH3:22][CH2:23][OH:24].[CH:1]1([N:4]2[C:5](=[O:16])[c:6]3[cH:7][cH:8][c:9]([N+:13]([O-:14])=[O:15])[cH:10][c:11]3[CH2:12]2)[CH2:2][CH2:3]1.[OH2:25].[Sn:17]([Cl:18])([Cl:19])([Cl:20])[Cl:21]>>[CH:1]1([N:4]2[C:5](=[O:16])[c:6]3[cH:7][cH:8][c:9]([NH2:13])[cH:10][c:11]3[CH2:12]2)[CH2:2][CH2:3]1. Product: Nc1ccc2c(c1)CN(C1CC1)C2=O.